This data is from the Open Reaction Database (ORD), a public repository of structured organic reaction records. The task is: describe an organic reaction: reactants, conditions, products, and yield The reactants are C1(CCC(=O)O1)=O (succinic anhydride), ClC1=CC=C(CNC(=O)C=2C(C3=C(N(C2)CC)SC(=C3)C#CCO)=O)C=C1 (N-(4-chlorobenzyl)-7-ethyl-2-(3-hydroxy-1-propynyl)-4-oxo-4,7-dihydrothieno[2,3-b]pyridine-5-carboxamide). Run in N1=CC=CC=C1 (pyridine). Conditions: time 18 hour. The product is ClC1=CC=C(CNC(=O)C=2C(C3=C(N(C2)CC)SC(=C3)C#CCOC(CCC(=O)O)=O)=O)C=C1 (4-{[3-(5-{[(4-chlorobenzyl)amino]carbonyl}-7-ethyl-4-oxo-4,7-dihydrothieno[2,3-b]pyridin-2-yl)-2-propynyl]oxy}-4-oxobutanoic acid). The yield is 84.0%. As a reaction SMILES: [Cl:1][C:2]1[CH:27]=[CH:26][C:5]([CH2:6][NH:7][C:8]([C:10]2[C:11](=[O:25])[C:12]3[CH:20]=[C:19]([C:21]#[C:22][CH2:23][OH:24])[S:18][C:13]=3[N:14]([CH2:16][CH3:17])[CH:15]=2)=[O:9])=[CH:4][CH:3]=1.[C:28]1(=[O:34])[O:33][C:31](=[O:32])[CH2:30][CH2:29]1>N1C=CC=CC=1>[Cl:1][C:2]1[CH:3]=[CH:4][C:5]([CH2:6][NH:7][C:8]([C:10]2[C:11](=[O:25])[C:12]3[CH:20]=[C:19]([C:21]#[C:22][CH2:23][O:24][C:28](=[O:34])[CH2:29][CH2:30][C:31]([OH:33])=[O:32])[S:18][C:13]=3[N:14]([CH2:16][CH3:17])[CH:15]=2)=[O:9])=[CH:26][CH:27]=1. Reported procedure: To a solution of N-(4-chlorobenzyl)-7-ethyl-2-(3-hydroxy-1-propynyl)-4-oxo-4,7-dihydrothieno[2,3-b]pyridine-5-carboxamide (Example No. 14) (0.200 g) in pyridine (10 mL) is added succinic anhydride (0.639 g). The reaction is stirred at rt for 18 h then at 40° C. for 1 h. The reaction mixture is concentrated in vacuo. The residue is suspended in H2O (25 mL) and stirred for 1 h. An off-white solid is filtered off and recrystallized from ethanol to yield 0.210 g (84%) of the title compound as a pale... The reactants are CCCCO, CCCC[O-], CC1CCC(CBr)CC1, [K], c1c[nH]cn1. The product is CC1CCC(Cn2ccnc2)CC1. RXN SMILES: [CH2:21]([OH:22])[CH2:23][CH2:24][CH3:25].[CH3:16][CH2:17][CH2:18][CH2:19][O-:20].[CH3:1][CH:2]1[CH2:3][CH2:4][CH:5]([CH2:8][Br:9])[CH2:6][CH2:7]1.[K:15].[nH:10]1[cH:11][n:12][cH:13][cH:14]1>>[CH3:1][CH:2]1[CH2:3][CH2:4][CH:5]([CH2:8][n:10]2[cH:11][n:12][cH:13][cH:14]2)[CH2:6][CH2:7]1.